From a dataset of the Open Reaction Database (ORD), a public repository of structured organic reaction records. describe an organic reaction: reactants, conditions, products, and yield Reactants: CN(C1=CC=CC(=N1)NS(=O)(=O)C1=C(C=CC=C1)[N+](=O)[O-])C (N-[6-(dimethylamino)pyridin-2-yl]-2-nitrobenzenesulfonamide), CCCCCC (hexane), CCOC(=O)C (EtOAc), C(=O)(O)[O-].[Na+] (NaHCO3). Reagents/catalysts: [Fe] (Fe). The solvent is C(C)(=O)O (acetic acid). The product is NC1=C(C=CC=C1)S(=O)(=O)NC1=NC(=CC=C1)N(C)C (2-amino-N-[6-(dimethylamino)pyridin-2-yl]benzenesulfonamide). The yield is 77.1%. As a reaction SMILES: [CH3:1][N:2]([CH3:22])[C:3]1[N:8]=[C:7]([NH:9][S:10]([C:13]2[CH:18]=[CH:17][CH:16]=[CH:15][C:14]=2[N+:19]([O-])=O)(=[O:12])=[O:11])[CH:6]=[CH:5][CH:4]=1.CCCCCC.CCOC(C)=O.C([O-])(O)=O.[Na+]>C(O)(=O)C.[Fe]>[NH2:19][C:14]1[CH:15]=[CH:16][CH:17]=[CH:18][C:13]=1[S:10]([NH:9][C:7]1[CH:6]=[CH:5][CH:4]=[C:3]([N:2]([CH3:22])[CH3:1])[N:8]=1)(=[O:11])=[O:12] |f:3.4|. Procedure: In a sealed tube, a mixture of N-[6-(dimethylamino)pyridin-2-yl]-2-nitrobenzenesulfonamide (1.0 g, 3.10 mmol) and Fe powder (0.85 g, 11.5 mmol) in acetic acid (10 mL) was heated at 60° C. for approximately 15 min with TLC monitoring (hexane:EtOAc, 1:1). The reaction mixture was poured into saturated aqueous NaHCO3 solution (100 mL) and extracted with EtOAc (3×50 mL), the combined organic layers were dried over Na2SO4 and concentrated in vacuo. Purification by gradient flash chromatography, eluti... The reactants are C[Si](C)(C)[N-][Si](C)(C)C.[Na+] (NaHMDS), ClC1=C(C=CC=C1)N=C=S (2-chlorophenyl isothiocyanate), N,N-Dimethyluracil, CCO (EtOH). Solvent: C1CCOC1 (THF), C(C)#N (acetonitrile). The product is ClC1=C(C=CC=C1)N1C(=C(C=CC1=O)C#N)[S-].[Na+] (Sodium 1-(2-chlorophenyl)-3-cyano-6-oxo-1,6-dihydropyridine-2-thiolate). Yield: 88.0%. As a reaction SMILES: C[Si]([N-][Si](C)(C)C)(C)C.[Na+:10].[Cl:11][C:12]1[CH:17]=[CH:16][CH:15]=[CH:14][C:13]=1[N:18]=[C:19]=[S:20].[CH3:21][CH2:22][OH:23]>C1COCC1.C(#N)C>[Cl:11][C:12]1[CH:17]=[CH:16][CH:15]=[CH:14][C:13]=1[N:18]1[C:22](=[O:23])[CH:21]=[CH:17][C:12]([C:13]#[N:18])=[C:19]1[S-:20].[Na+:10] |f:0.1,6.7|. Reported procedure: NaHMDS (13.2 mL, 1.0M in THF, 13.2 mmol) was added slowly to a solution of 2-chlorophenyl isothiocyanate (1.02 g, 6.0 mmol) in THF (50 mL) and acetonitrile (5 mL) at −78° C. The mixture was warmed to r.t. over 1 h. N,N-Dimethyluracil (841 mg, 6.0 mmol) and EtOH (75 mL) were added and the mixture heated at reflux for 4 h. Volatiles were removed in vacuo and the residue was dissolved in hot EtOH (10 mL). Et2O (˜100 mL) was added slowly to precipitate out the product. The solid was filtered off, wa... Reactants: BrCc1cccc(Br)n1, OC1CCCC1O, [H-], [Na+], CN(C)C=O. The product is OC1CCCC1OCc1cccc(Br)n1. RXN SMILES: [Br:10][c:11]1[n:12][c:13]([CH2:17][Br:18])[cH:14][cH:15][cH:16]1.[CH:3]1([OH:9])[CH:4]([OH:8])[CH2:5][CH2:6][CH2:7]1.[H-:1].[Na+:2].[O:19]=[CH:20][N:21]([CH3:22])[CH3:23]>>[CH:3]1([OH:9])[CH:4]([O:8][CH2:17][c:13]2[n:12][c:11]([Br:10])[cH:16][cH:15][cH:14]2)[CH2:5][CH2:6][CH2:7]1. Starting materials: C=O (HCHO), C(C)(=O)O[BH-](OC(C)=O)OC(C)=O.[Na+] (sodium triacetoxyborohydride), N[C@H]1C[C@H]([C@H](CC1)N1C([C@H](CC1)NC(OCC1=CC=CC=C1)=O)=O)C(CC)O (benzyl (S)-1-((1S,2R,4R)-4-amino-2-(1-hydroxypropyl)cyclohexyl)-2-oxopyrrolidin-3-ylcarbamate), CC(=O)C (acetone), C(C)(=O)O[BH-](OC(C)=O)OC(C)=O.[Na+] (sodium triacetoxyborohydride). Solvent: CO (MeOH). Run at time 10 minute. Product: OC(CC)[C@H]1[C@H](CC[C@H](C1)N(C)C(C)C)N1C([C@H](CC1)NC(OCC1=CC=CC=C1)=O)=O (benzyl (S)-1-((1S,2R,4R)-2-(1-hydroxypropyl)-4-(isopropyl(methyl)amino)cyclohexyl)-2-oxopyrrolidin-3-ylcarbamate). Reaction SMILES: [NH2:1][C@@H:2]1[CH2:7][CH2:6][C@H:5]([N:8]2[CH2:12][CH2:11][C@H:10]([NH:13][C:14](=[O:23])[O:15][CH2:16][C:17]3[CH:22]=[CH:21][CH:20]=[CH:19][CH:18]=3)[C:9]2=[O:24])[C@H:4]([CH:25]([OH:28])[CH2:26][CH3:27])[CH2:3]1.[CH3:29][C:30]([CH3:32])=O.[C:33](O[BH-](OC(=O)C)OC(=O)C)(=O)C.[Na+].C=O>CO>[OH:28][CH:25]([C@@H:4]1[CH2:3][C@H:2]([N:1]([CH:30]([CH3:32])[CH3:29])[CH3:33])[CH2:7][CH2:6][C@@H:5]1[N:8]1[CH2:12][CH2:11][C@H:10]([NH:13][C:14](=[O:23])[O:15][CH2:16][C:17]2[CH:18]=[CH:19][CH:20]=[CH:21][CH:22]=2)[C:9]1=[O:24])[CH2:26][CH3:27] |f:2.3|. Procedure details: To a solution of benzyl (S)-1-((1S,2R,4R)-4-amino-2-(1-hydroxypropyl)cyclohexyl)-2-oxopyrrolidin-3-ylcarbamate (0.86 mmol) in MeOH (5 mL) was added acetone (0.6 mL), and the mixture was stirred for 10 minutes. Then sodium triacetoxyborohydride (544 mg, 2.58 mmol) was added, and the mixture was stirred for 4 h at rt. At the end of the stirring 37% aq. HCHO (0.4 mL) was added, and the mixture was stirred for 30 min at rt. Finally additional sodium triacetoxyborohydride (181 mg, 0.86 mmol) was adde...